This data is from the Open Reaction Database (ORD), a public repository of structured organic reaction records. The task is: describe an organic reaction: reactants, conditions, products, and yield Starting materials: CN(CCCN(C)C(=O)c1ccc(NC(=O)OC(C)(C)C)cn1)C(=O)OCc1ccccc1, CI, [H-], [Na+], C1CCOC1, O. Product: CN(CCCN(C)C(=O)c1ccc(N(C)C(=O)OC(C)(C)C)cn1)C(=O)OCc1ccccc1. Reaction SMILES: [C:1]([CH3:2])([CH3:3])([CH3:4])[O:5][C:6](=[O:7])[NH:8][c:9]1[cH:10][cH:11][c:12]([C:15](=[O:16])[N:17]([CH2:18][CH2:19][CH2:20][N:21]([C:22]([O:23][CH2:24][c:25]2[cH:26][cH:27][cH:28][cH:29][cH:30]2)=[O:31])[CH3:32])[CH3:33])[n:13][cH:14]1.[CH3:36][I:37].[H-:34].[Na+:35].[O:39]1[CH2:40][CH2:41][CH2:42][CH2:43]1.[OH2:38]>>[C:1]([CH3:2])([CH3:3])([CH3:4])[O:5][C:6](=[O:7])[N:8]([c:9]1[cH:10][cH:11][c:12]([C:15](=[O:16])[N:17]([CH2:18][CH2:19][CH2:20][N:21]([C:22]([O:23][CH2:24][c:25]2[cH:26][cH:27][cH:28][cH:29][cH:30]2)=[O:31])[CH3:32])[CH3:33])[n:13][cH:14]1)[CH3:36]. The reactants are [N-]=[N+]=[N-].[Na+] (sodium azide), [I-].[Na+] (sodium iodide), C1(=CC=CC=C1)C(CCNC(=O)C=1C(NC(NC1COCCCl)=O)C1=CC(=CC=C1)Cl)C1=CC=CC=C1 (6-(2-chloroethoxymethyl)-4-(3-chlorophenyl)-2-oxo-1,2,3,4-tetrahydropyrimidine-5-carboxylic acid (3,3-diphenylpropyl)amide). The solvent is CN(C)C=O (DMF). Run at temperature 60 celsius, time 2 day. The product is C1(=CC=CC=C1)C(CCNC(=O)C=1C(NC(NC1COCCN=[N+]=[N-])=O)C1=CC(=CC=C1)Cl)C1=CC=CC=C1 (6-(2-azidoethoxymethyl)-4-(3-chlorophenyl)-2-oxo-1,2, 3,4-tetrahydropyrimidine-5-carboxylic acid (3,3-diphenylpropyl)amide). Reaction SMILES: [C:1]1([CH:7]([C:32]2[CH:37]=[CH:36][CH:35]=[CH:34][CH:33]=2)[CH2:8][CH2:9][NH:10][C:11]([C:13]2[CH:14]([C:25]3[CH:30]=[CH:29][CH:28]=[C:27]([Cl:31])[CH:26]=3)[NH:15][C:16](=[O:24])[NH:17][C:18]=2[CH2:19][O:20][CH2:21][CH2:22]Cl)=[O:12])[CH:6]=[CH:5][CH:4]=[CH:3][CH:2]=1.[N-:38]=[N+:39]=[N-:40].[Na+].[I-].[Na+]>CN(C=O)C>[C:32]1([CH:7]([C:1]2[CH:6]=[CH:5][CH:4]=[CH:3][CH:2]=2)[CH2:8][CH2:9][NH:10][C:11]([C:13]2[CH:14]([C:25]3[CH:30]=[CH:29][CH:28]=[C:27]([Cl:31])[CH:26]=3)[NH:15][C:16](=[O:24])[NH:17][C:18]=2[CH2:19][O:20][CH2:21][CH2:22][N:38]=[N+:39]=[N-:40])=[O:12])[CH:33]=[CH:34][CH:35]=[CH:36][CH:37]=1 |f:1.2,3.4|. Procedure details: 195 mg (0.362 mmol) of 6-(2-chloroethoxymethyl)-4-(3-chlorophenyl)-2-oxo-1,2,3,4-tetrahydropyrimidine-5-carboxylic acid (3,3-diphenylpropyl)amide was dissolved in 10 ml of DMF. 35.3 mg (0.543 mmol) of sodium azide and 54.3 mg (0.362 mmol) of sodium iodide were added to the obtained solution, and they were stirred at 60° C. for 2 days. After the concentration under reduced pressure, the reaction mixture was diluted with ethyl acetate and then washed with saturated aqueous sodium chloride solution... Starting materials: CC1OC2(C)OC1CCC2O, ClCc1ccccc1, OC1CCCOC1. Product: CC1OC2(C)OC1CCC2OCc1ccccc1. RXN SMILES: [CH3:1][C:2]12[CH:3]([OH:11])[CH2:4][CH2:5][CH:6]([CH:7]([CH3:9])[O:8]1)[O:10]2.[Cl:12][CH2:13][c:14]1[cH:15][cH:16][cH:17][cH:18][cH:19]1.[O:20]1[CH2:21][CH2:22][CH2:23][CH:24]([OH:25])[CH2:26]1>>[CH3:1][C:2]12[CH:3]([O:11][CH2:13][c:14]3[cH:15][cH:16][cH:17][cH:18][cH:19]3)[CH2:4][CH2:5][CH:6]([CH:7]([CH3:9])[O:8]1)[O:10]2. The reactants are CN(C)c1ccc(C2(c3ccc(N(C)C)cc3)OC(=O)c3cc(N(C)C)ccc32)cc1, Cc1cc(C(C)(O)c2ccc(N)cc2)c(C)c(C)c1N, CN(C)c1cccc(C(=O)O)c1, O=S(=O)(O)O. Yields the product CN(C)c1ccc(C(c2ccc(N(C)C)cc2)c2ccc(N(C)C)cc2C(=O)O)cc1. RXN SMILES: [CH3:1][N:2]([c:3]1[cH:4][cH:5][c:6]([C:9]2([c:22]3[cH:23][cH:24][c:25]([N:28]([CH3:29])[CH3:30])[cH:26][cH:27]3)[O:10][C:11](=[O:12])[c:13]3[cH:14][c:15]([N:19]([CH3:20])[CH3:21])[cH:16][cH:17][c:18]32)[cH:7][cH:8]1)[CH3:31].[CH3:32][c:33]1[c:34]([NH2:35])[c:36]([CH3:37])[c:38]([CH3:39])[c:40]([C:42]([CH3:43])([OH:44])[c:45]2[cH:46][cH:47][c:48]([NH2:49])[cH:50][cH:51]2)[cH:41]1.[CH3:52][N:53]([CH3:54])[c:55]1[cH:56][c:57]([C:61]([OH:62])=[O:63])[cH:58][cH:59][cH:60]1.[S:64](=[O:65])(=[O:66])([OH:67])[OH:68]>>[CH3:1][N:2]([c:3]1[cH:4][cH:5][c:6]([CH:9]([c:18]2[c:13]([C:11](=[O:10])[OH:12])[cH:14][c:15]([N:19]([CH3:20])[CH3:21])[cH:16][cH:17]2)[c:22]2[cH:23][cH:24][c:25]([N:28]([CH3:29])[CH3:30])[cH:26][cH:27]2)[cH:7][cH:8]1)[CH3:31]. Starting materials: C1(=CC=CC=C1)S(=O)(=O)N (benzenesulfonamide), S(=O)(Cl)Cl (thionyl chloride), [H-].[Na+] (sodium hydride), C(CCC=CCCCCCCCCCC)NC1=CC=C(C(=O)O)C=C1 (4-(4-pentadecenylamino)benzoic acid). Run in C(OC)COC (dimethoxyethane), CC(=O)N(C)C (dimethylacetamide), CC(=O)N(C)C (dimethylacetamide), C(Cl)Cl (methylene chloride). Conditions: time 30 minute. Yields the product C(CCC=CCCCCCCCCCC)NC1=CC=C(C(=O)NS(=O)(=O)C2=CC=CC=C2)C=C1 (p-(4-pentadecenylamino)-N-(phenylsulfonyl)benzamide). As a reaction SMILES: [C:1]1([S:7]([NH2:10])(=[O:9])=[O:8])[CH:6]=[CH:5][CH:4]=[CH:3][CH:2]=1.[H-].[Na+].[CH2:13]([NH:28][C:29]1[CH:37]=[CH:36][C:32]([C:33](O)=[O:34])=[CH:31][CH:30]=1)[CH2:14][CH2:15][CH:16]=[CH:17][CH2:18][CH2:19][CH2:20][CH2:21][CH2:22][CH2:23][CH2:24][CH2:25][CH2:26][CH3:27].S(Cl)(Cl)=O>C(COC)OC.C(Cl)Cl.CC(N(C)C)=O>[CH2:13]([NH:28][C:29]1[CH:30]=[CH:31][C:32]([C:33]([NH:10][S:7]([C:1]2[CH:6]=[CH:5][CH:4]=[CH:3][CH:2]=2)(=[O:9])=[O:8])=[O:34])=[CH:36][CH:37]=1)[CH2:14][CH2:15][CH:16]=[CH:17][CH2:18][CH2:19][CH2:20][CH2:21][CH2:22][CH2:23][CH2:24][CH2:25][CH2:26][CH3:27] |f:1.2|. Procedure details: A solution of 31.4 g. of benzenesulfonamide in 250 ml. of dry dimethylacetamide is added dropwise, with stirring and cooling, to a suspension of 5.5 g. of sodium hydride in 100 ml. of dry dimethylacetamide over 30 minutes at room temperature. Stirring is continued for a further 30 minutes. In the meantime, a mixture of 36.2 g. of 4-(4-pentadecenylamino)benzoic acid in 1200 ml. of methylene chloride, 300 ml. of dimethoxyethane, and 40 ml. of thionyl chloride is refluxed for 1 hour and 15 minutes.... Starting materials: ClCCl, CSc1cnc(N)cn1, CN(C)C=O, CS(=O)(=O)c1ccc(C(CC2CCCC2)C(=O)O)cc1, O=C(Cl)C(=O)Cl, c1ccncc1. The product is CSc1cnc(NC(=O)C(CC2CCCC2)c2ccc(S(C)(=O)=O)cc2)cn1. Reaction SMILES: [CH2:42]([Cl:43])[Cl:44].[CH3:27][S:28][c:29]1[n:30][cH:31][c:32]([NH2:35])[n:33][cH:34]1.[CH3:45][N:46]([CH3:47])[CH:48]=[O:49].[CH:1]1([CH2:6][CH:7]([C:8](=[O:9])[OH:10])[c:11]2[cH:12][cH:13][c:14]([S:17](=[O:18])(=[O:19])[CH3:20])[cH:15][cH:16]2)[CH2:2][CH2:3][CH2:4][CH2:5]1.[Cl:21][C:22]([C:23]([Cl:24])=[O:25])=[O:26].[cH:36]1[cH:37][cH:38][n:39][cH:40][cH:41]1>>[CH:1]1([CH2:6][CH:7]([C:8](=[O:10])[NH:35][c:32]2[cH:31][n:30][c:29]([S:28][CH3:27])[cH:34][n:33]2)[c:11]2[cH:12][cH:13][c:14]([S:17](=[O:18])(=[O:19])[CH3:20])[cH:15][cH:16]2)[CH2:2][CH2:3][CH2:4][CH2:5]1. The reactants are C(C)(C)(C)OC(NC1=C(C=C(C=C1)C#CC=1SC=CN1)N)=O ((2-amino-4-thiazol-2-ylethynyl-phenyl)-carbamic acid tert.-butyl ester), C(C)OC(CC(=O)C1=CC(=CC=C1)C#N)=O (3-(3-cyano-phenyl)-3-oxo-propionic acid ethyl ester). The product is C(C)(C)(C)OC(NC1=C(C=C(C=C1)C#CC=1SC=CN1)NC(CC(=O)C1=CC(=CC=C1)C#N)=O)=O ({2-[3-(3-Cyano-phenyl)-3-oxo-propionylamino]-4-thiazol-2-ylethynyl-phenyl}-carbamic acid tert.-butyl ester). Yield: 94.7%. Reaction SMILES: [C:1]([O:5][C:6](=[O:22])[NH:7][C:8]1[CH:13]=[CH:12][C:11]([C:14]#[C:15][C:16]2[S:17][CH:18]=[CH:19][N:20]=2)=[CH:10][C:9]=1[NH2:21])([CH3:4])([CH3:3])[CH3:2].C([O:25][C:26](=O)[CH2:27][C:28]([C:30]1[CH:35]=[CH:34][CH:33]=[C:32]([C:36]#[N:37])[CH:31]=1)=[O:29])C>>[C:1]([O:5][C:6](=[O:22])[NH:7][C:8]1[CH:13]=[CH:12][C:11]([C:14]#[C:15][C:16]2[S:17][CH:18]=[CH:19][N:20]=2)=[CH:10][C:9]=1[NH:21][C:26](=[O:25])[CH2:27][C:28]([C:30]1[CH:35]=[CH:34][CH:33]=[C:32]([C:36]#[N:37])[CH:31]=1)=[O:29])([CH3:4])([CH3:2])[CH3:3]. Procedure: Prepared from (2-amino-4-thiazol-2-ylethynyl-phenyl)-carbamic acid tert.-butyl ester (Example G11) (89 mg, 0.28 mmol) and 3-(3-cyano-phenyl)-3-oxo-propionic acid ethyl ester (Pol. J. Chem. 1978, 25) (74 mg, 0.34 mmol) according to the general procedure K. Obtained as a light yellow solid (129 mg).